This data is from the Open Reaction Database (ORD), a public repository of structured organic reaction records. The task is: describe an organic reaction: reactants, conditions, products, and yield The reactants are C(C)(=O)O (acetic acid), [H-].[Na+] (sodium hydride), C(C)S (ethylmercaptan), CC=1C(=NC(NC1)=O)N1N=CN=C1 (5-methyl-4-(1,2,4-triazol-1-yl)-pyrimidin-2(1H)-one). Run in CN(C=O)C (dimethylformamide). Reaction conditions: temperature 0 celsius, time 30 minute. The product is C(C)SC1=NC(NC=C1C)=O (4-ethylthio-5-methylpyrimidin-2(1H)-one). Isolated yield 62.7%. RXN SMILES: [H-].[Na+].[CH2:3]([SH:5])[CH3:4].[CH3:6][C:7]1[C:8](N2C=NC=N2)=[N:9][C:10](=[O:13])[NH:11][CH:12]=1.C(O)(=O)C>CN(C)C=O>[CH2:3]([S:5][C:8]1[C:7]([CH3:6])=[CH:12][NH:11][C:10](=[O:13])[N:9]=1)[CH3:4] |f:0.1|. Procedure: 786 mg (18 mmol) of a 55% strength sodium hydride emulsion are added to 0.7 ml (9 mmol) of ethylmercaptan in 25 ml of dry dimethylformamide at 0° C. and the mixture is stirred for 30 minutes at 0° C. 1.06 g (6 mmol) of 5-methyl-4-(1,2,4-triazol-1-yl)-pyrimidin-2(1H)-one are then added and the mixture is stirred for 3 hours at room temperature. The reaction mixture is neutralized by addition of acetic acid, concentrated and chromatographed on silica gel using dichloromethane/methanol 20/1. 0.64 g... The reactants are C(C)NCC (diethylamine), ClCC(=O)NC=1SC=2C(N1)=C(C=1N=C(SC1C2)NC(CCl)=O)C (2,6-bis-(chloroacetyl-amino)-4-methyl-benzo[1,2-d:5,4-d']bisthiazole). Run in O1CCOCC1 (dioxane). Conditions: time 3 hour. Yields the product C(C)N(CC)N(C=1SC=2C(N1)=C(C=1N=C(SC1C2)N(C(C)=O)N(CC)CC)C)C(C)=O (2,6-Bis-(diethylamino-acetylamino)-4-methyl-benzo[1,2-d:5,4-d']bisthiazole). As a reaction SMILES: [CH2:1]([NH:3][CH2:4][CH3:5])[CH3:2].Cl[CH2:7][C:8]([NH:10][C:11]1[S:12][C:13]2[C:14](=[C:16]([CH3:28])[C:17]3[N:18]=[C:19]([NH:23][C:24](=[O:27])[CH2:25]Cl)[S:20][C:21]=3[CH:22]=2)[N:15]=1)=[O:9]>O1CCOCC1>[CH2:1]([N:3]([N:23]([C:24](=[O:27])[CH3:25])[C:19]1[S:20][C:21]2[C:17](=[C:16]([CH3:28])[C:14]3[N:15]=[C:11]([N:10]([N:3]([CH2:4][CH3:5])[CH2:1][CH3:2])[C:8](=[O:9])[CH3:7])[S:12][C:13]=3[CH:22]=2)[N:18]=1)[CH2:4][CH3:5])[CH3:2]. Procedure: 20 gm of diethylamine were added to 11.5 gm of 2,6-bis-(chloroacetyl-amino)-4-methyl-benzo[1,2-d:5,4-d']bisthiazole in 80 ml of dioxane and the mixture was boiled for 3 hours. Then it was evaporated to dryness in vacuo, and the residue (12 gm) was chromatographed on a dry 300 gm-silicagel column with benzene/chloroform (1:1) as the mobile phase. The title compound was obtained first; 9.0 gm (66% of theory), melting point 191°-192° C., were obtained after recrystallization from alcohol. Starting materials: C1=CC=C2C(=C1)C=CO2 (2,3-benzofuran), N1=CC=CC=C1 (pyridine), N1=CC=CC=C1.O (pyridine water), N1=CC=CC=C1 (pyridine), [Na] (sodium). Run in O (water). Yields the product OC1=C(C=CC=C1)C#C (o-Hydroxyphenylacetylene). Isolated yield 62.0%. Reaction SMILES: [CH:1]1[CH:6]=[C:5]2[CH:7]=[CH:8][O:9][C:4]2=[CH:3][CH:2]=1.N1C=CC=CC=1.[Na].N1C=CC=CC=1.O>O>[OH:9][C:4]1[CH:3]=[CH:2][CH:1]=[CH:6][C:5]=1[C:7]#[CH:8] |f:3.4,^1:15|. Procedure: A 500 ml., three-necked, round-bottomed flask equipped with a thermometer, magnetic stirring bar, reflux condenser, and means for providing a nitrogen atmosphere was charged with a solution of 2,3-benzofuran, 19.0 g. (0.161 mole) in 190 ml. (186 g., 2.35 mole) of pyridine. The reaction system was purged with nitrogen and kept under nitrogen atmosphere throughout the course of reaction. Then freshly cut sodium metal, 11.3 g. (0.490 mole), was added, and the mixture was stirred magnetically and he...